Dataset: the Open Reaction Database (ORD), a public repository of structured organic reaction records. Task: describe an organic reaction: reactants, conditions, products, and yield The reactants are CC(C)(OC(=O)N1CCC(CC1)N(C1=NC=CC=C1[N+](=O)[O-])C)C (1-(1,1-dimethylethoxycarbonyl)-4-[N-methyl-N-(3-nitro-2-pyridinyl)amino]piperidine). The reagents and catalysts are [Pd] (palladium black), [Pd] (palladium black). Run in CO (methanol). Conditions: time 2 hour. The product is CC(C)(OC(=O)N1CCC(CC1)N(C1=NC=CC=C1N)C)C (1-(1,1-dimethylethoxycarbonyl)-4-[N-methyl-N-(3-amino-2-pyridinyl)amino]piperidine). RXN SMILES: [CH3:1][C:2]([CH3:24])([O:4][C:5]([N:7]1[CH2:12][CH2:11][CH:10]([N:13]([CH3:23])[C:14]2[C:19]([N+:20]([O-])=O)=[CH:18][CH:17]=[CH:16][N:15]=2)[CH2:9][CH2:8]1)=[O:6])[CH3:3]>CO.[Pd]>[CH3:3][C:2]([CH3:24])([O:4][C:5]([N:7]1[CH2:12][CH2:11][CH:10]([N:13]([CH3:23])[C:14]2[C:19]([NH2:20])=[CH:18][CH:17]=[CH:16][N:15]=2)[CH2:9][CH2:8]1)=[O:6])[CH3:1]. Procedure details: To a mixture of 1-(1,1-dimethylethoxycarbonyl)-4-[N-methyl-N-(3-nitro-2-pyridinyl)amino]piperidine (International Publication No. WO 91/09849, PREPARATION 125, 5.17 g) in methanol (250 ml) under nitrogen is added palladium black (1.0 g), and the mixture is stirred under a hydrogen atmosphere (balloon) for 2 hrs, palladium black (1.0 g) being added after 1 hr. The mixture is then filtered and concentrated under reduced pressure to give 1-(1,1-dimethylethoxycarbonyl)-4-[N-methyl-N-(3-amino-2-pyrid...